From a dataset of the Open Reaction Database (ORD), a public repository of structured organic reaction records. describe an organic reaction: reactants, conditions, products, and yield Reactants: CCOCC, Cl, NNC(=O)C(F)(F)F, O=C(Cl)CCC([N+](=O)[O-])([N+](=O)[O-])[N+](=O)[O-], c1ccncc1. Yields the product O=C(CCC([N+](=O)[O-])([N+](=O)[O-])[N+](=O)[O-])NNC(=O)C(F)(F)F. Reaction SMILES: [CH3:31][CH2:32][O:33][CH2:34][CH3:35].[ClH:30].[F:16][C:17]([C:18](=[O:19])[NH:20][NH2:21])([F:22])[F:23].[N+:1](=[O:2])([O-:3])[C:4]([CH2:5][CH2:6][C:7](=[O:8])[Cl:9])([N+:10](=[O:11])[O-:12])[N+:13](=[O:14])[O-:15].[cH:24]1[cH:25][cH:26][n:27][cH:28][cH:29]1>>[N+:1](=[O:2])([O-:3])[C:4]([CH2:5][CH2:6][C:7](=[O:8])[NH:21][NH:20][C:18]([C:17]([F:16])([F:22])[F:23])=[O:19])([N+:10](=[O:11])[O-:12])[N+:13](=[O:14])[O-:15]. Reactants: [BH4-], COc1ccc2c(c1OC)CC(c1ccccc1)C=C2C#N, CCO, [Na+]. Yields the product COc1ccc2c(c1OC)CC(c1ccccc1)CC2C#N. As a reaction SMILES: [BH4-:1].[C:3](#[N:4])[C:5]1=[CH:6][CH:7]([c:19]2[cH:20][cH:21][cH:22][cH:23][cH:24]2)[CH2:8][c:9]2[c:10]([O:17][CH3:18])[c:11]([O:15][CH3:16])[cH:12][cH:13][c:14]21.[CH3:25][CH2:26][OH:27].[Na+:2]>>[C:3](#[N:4])[CH:5]1[CH2:6][CH:7]([c:19]2[cH:20][cH:21][cH:22][cH:23][cH:24]2)[CH2:8][c:9]2[c:10]([O:17][CH3:18])[c:11]([O:15][CH3:16])[cH:12][cH:13][c:14]21. The reactants are [Si](C1=CC=CC=C1)(C1=CC=CC=C1)(C(C)(C)C)OCC1=CC=C(C=C1)O (4-tert-butyldiphenylsilyloxymethylphenol), BrCC(=O)OCC (ethyl bromoacetate), [I-].[Na+] (sodium iodide), C([O-])([O-])=O.[K+].[K+] (potassium carbonate). Solvent: CC(=O)C (acetone). Yields the product [Si](C1=CC=CC=C1)(C1=CC=CC=C1)(C(C)(C)C)OCC1=CC=C(C=C1)OCC(=O)OCC (ethyl 2-(4-tert-butyldiphenylsilyloxymethylphenyl)oxyacetate). RXN SMILES: [Si:1]([O:18][CH2:19][C:20]1[CH:25]=[CH:24][C:23]([OH:26])=[CH:22][CH:21]=1)([C:14]([CH3:17])([CH3:16])[CH3:15])([C:8]1[CH:13]=[CH:12][CH:11]=[CH:10][CH:9]=1)[C:2]1[CH:7]=[CH:6][CH:5]=[CH:4][CH:3]=1.Br[CH2:28][C:29]([O:31][CH2:32][CH3:33])=[O:30].[I-].[Na+].C(=O)([O-])[O-].[K+].[K+]>CC(C)=O>[Si:1]([O:18][CH2:19][C:20]1[CH:25]=[CH:24][C:23]([O:26][CH2:28][C:29]([O:31][CH2:32][CH3:33])=[O:30])=[CH:22][CH:21]=1)([C:14]([CH3:16])([CH3:17])[CH3:15])([C:8]1[CH:13]=[CH:12][CH:11]=[CH:10][CH:9]=1)[C:2]1[CH:3]=[CH:4][CH:5]=[CH:6][CH:7]=1 |f:2.3,4.5.6|. Procedure: Step A ##STR104## A solution of 4-tert-butyldiphenylsilyloxymethylphenol (see Example 1, Step A) (13 g) and ethyl bromoacetate (4.0 ml) in acetone (50 ml) was refluxed for 40 h in the presence of sodium iodide (5.37 g) and potassium carbonate (4.69 g). The reaction mixture was partitioned between ethyl ether and water, and the dried (MgSO4) organic phase was evaporated. Silica gel chromatography of the residue afforded ethyl 2-(4-tert-butyldiphenylsilyloxymethylphenyl)oxyacetate as a colourless ... Reactants: NN1CCC(=CC1)C1=CC=CC=C1 (1-amino-4-phenyl-1,2,3,6-tetrahydropyridine), C(C1=CC=CC=C1)(=O)O[C@H]1[C@@H](O[C@@H]([C@H]1OC(C1=CC=CC=C1)=O)COC(C1=CC=CC=C1)=O)N1C2=NC(=NC(=C2N=C1)Cl)Cl (9-(2',3',5'-tri-O-benzoyl-β-D-ribofuranosyl)-2,6-dichloro-9H-purine), N (ammonia). Yields the product ClC=1N=C(C=2N=CN([C@H]3[C@H](O)[C@H](O)[C@@H](CO)O3)C2N1)NN1CCC(=CC1)C1=CC=CC=C1 (2-Chloro-N-(4-phenyl-1,2,3,6-tetrahydro-1-pyridinyl)adenosine). The yield is 12.0%. Reaction SMILES: [NH2:1][N:2]1[CH2:7][CH:6]=[C:5]([C:8]2[CH:13]=[CH:12][CH:11]=[CH:10][CH:9]=2)[CH2:4][CH2:3]1.C([O:22][C@@H:23]1[C@H:27]([O:28]C(=O)C2C=CC=CC=2)[C@@H:26]([CH2:37][O:38]C(=O)C2C=CC=CC=2)[O:25][C@H:24]1[N:47]1[CH:55]=[N:54][C:53]2[C:48]1=[N:49][C:50]([Cl:57])=[N:51][C:52]=2Cl)(=O)C1C=CC=CC=1.N>>[Cl:57][C:50]1[N:51]=[C:52]([NH:1][N:2]2[CH2:3][CH:4]=[C:5]([C:8]3[CH:13]=[CH:12][CH:11]=[CH:10][CH:9]=3)[CH2:6][CH2:7]2)[C:53]2[N:54]=[CH:55][N:47]([C:48]=2[N:49]=1)[C@@H:24]1[O:25][C@H:26]([CH2:37][OH:38])[C@@H:27]([OH:28])[C@H:23]1[OH:22]. Reported procedure: The title compound was prepared according to method A as described above by reacting crude 1-amino-4-phenyl-1,2,3,6-tetrahydropyridine (prepared by the procedure outlined in Example 6) (1.25 g) with 9-(2',3',5'-tri-O-benzoyl-β-D-ribofuranosyl)-2,6-dichloro-9H-purine (2.50 g, 3.9 mmol), followed by debenzoylation of the purified product using methanolic ammonia to provide the title 2-Chloro-N-(4-phenyl-1,2,3,6-tetrahydro-1-pyridinyl)adenosine (0.20 g 12%) (after column chromatography) as a foam, ... Starting materials: BrC1=CSC=2N=CN=C(C21)N2C1CC(CC2CC1)NC1CCC1 (8-(5-Bromothieno[2,3-d]pyrimidin-4-yl)-N-cyclobutyl-8-azabicyclo[3.2.1]octan-3-amine), C=O (formalin). Run in C(=O)O (formic acid). Product: BrC1=CSC=2N=CN=C(C21)N2C1CC(CC2CC1)N(C)C1CCC1 (8-(5-bromothieno[2,3-d]pyrimidin-4-yl)-N-cyclobutyl-N-methyl-8-azabicyclo[3.2.1]octan-3-amine). The yield is 81.0%. RXN SMILES: [Br:1][C:2]1[C:10]2[C:9]([N:11]3[CH:16]4[CH2:17][CH2:18][CH:12]3[CH2:13][CH:14]([NH:19][CH:20]3[CH2:23][CH2:22][CH2:21]3)[CH2:15]4)=[N:8][CH:7]=[N:6][C:5]=2[S:4][CH:3]=1.[CH2:24]=O>C(O)=O>[Br:1][C:2]1[C:10]2[C:9]([N:11]3[CH:12]4[CH2:18][CH2:17][CH:16]3[CH2:15][CH:14]([N:19]([CH:20]3[CH2:23][CH2:22][CH2:21]3)[CH3:24])[CH2:13]4)=[N:8][CH:7]=[N:6][C:5]=2[S:4][CH:3]=1. Procedure: 8-(5-Bromothieno[2,3-d]pyrimidin-4-yl)-N-cyclobutyl-8-azabicyclo[3.2.1]octan-3-amine (200 mg, 0.5 mmol) in formalin solution (5 mL) and formic acid (5 mL) was heated to 80° C. for 1 h. The reaction was then concentrated in vacuum to a gum, diluted with ethyl acetate (50 mL) and 10% potassium carbonate solution (10 mL) and shaken. The ethyl acetate layer was then separated, dried over sodium sulphate and concentrated in vacuum to give a colourless gum. The gum was chromatographed on a 25 g silica...